From a dataset of the Open Reaction Database (ORD), a public repository of structured organic reaction records. describe an organic reaction: reactants, conditions, products, and yield The reactants are C1COCCOCCOCCOCCO1, CCOC(C)=O, Cl, [H-], [Na+], C1CCOC1, O=Cc1c[nH]c(-c2ccccc2)c1, O=S(=O)(Cl)c1cccnc1. The product is O=Cc1cc(-c2ccccc2)n(S(=O)(=O)c2cccnc2)c1. Reaction SMILES: [CH2:16]1[O:17][CH2:18][CH2:19][O:20][CH2:21][CH2:22][O:23][CH2:24][CH2:25][O:26][CH2:27][CH2:28][O:29][CH2:30]1.[CH3:47][CH2:48][O:49][C:50](=[O:51])[CH3:52].[ClH:31].[H-:14].[Na+:15].[O:42]1[CH2:43][CH2:44][CH2:45][CH2:46]1.[c:1]1(-[c:7]2[cH:8][c:9]([CH:12]=[O:13])[cH:10][nH:11]2)[cH:2][cH:3][cH:4][cH:5][cH:6]1.[n:32]1[cH:33][c:34]([S:38](=[O:39])(=[O:40])[Cl:41])[cH:35][cH:36][cH:37]1>>[c:1]1(-[c:7]2[cH:8][c:9]([CH:12]=[O:13])[cH:10][n:11]2[S:38]([c:34]2[cH:33][n:32][cH:37][cH:36][cH:35]2)(=[O:39])=[O:40])[cH:2][cH:3][cH:4][cH:5][cH:6]1.